describe an organic reaction: reactants, conditions, products, and yield From a dataset of the Open Reaction Database (ORD), a public repository of structured organic reaction records. Reactants: BrC1=C(C=C(C(=O)OC)C=C1)C (methyl 4-bromo-3-methylbenzoate), C1CC(=O)N(C1=O)Br (NBS). Solvent: C(Cl)(Cl)(Cl)Cl (CCl4). Yields the product BrC1=C(C=C(C(=O)OC)C=C1)CBr (Methyl 4-bromo-3-(bromomethyl)benzoate). Reaction SMILES: [Br:1][C:2]1[CH:11]=[CH:10][C:5]([C:6]([O:8][CH3:9])=[O:7])=[CH:4][C:3]=1[CH3:12].C1C(=O)N([Br:20])C(=O)C1>C(Cl)(Cl)(Cl)Cl>[Br:1][C:2]1[CH:11]=[CH:10][C:5]([C:6]([O:8][CH3:9])=[O:7])=[CH:4][C:3]=1[CH2:12][Br:20]. Procedure: Into a 500-mL round-bottom flask, was placed a solution of methyl 4-bromo-3-methylbenzoate (10 g, 43.65 mmol, 1.00 equiv) in CCl4 (150 ml), NBS (8.12 g, 45.62 mmol, 1.05 equiv). The resulting solution was heated to reflux overnight under 100 w incandescent bulb. The solids were filtered out. The resulting mixture was concentrated under vacuum. The residue was applied onto a silica gel column with ethyl acetate/petroleum ether (1:30-1:10). This resulted in 6 g (47%) of methyl 4-bromo-3-(bromometh... Starting materials: CO, COC(=O)C1CC(OCc2cccnc2)CCC1C(=O)N1CCN(c2ccccc2)CC1, NO. Product: O=C(NO)C1CC(OCc2cccnc2)CCC1C(=O)N1CCN(c2ccccc2)CC1. RXN SMILES: [CH3:35][OH:36].[CH3:3][O:4][C:5](=[O:6])[CH:7]1[CH:8]([C:21](=[O:22])[N:23]2[CH2:24][CH2:25][N:26]([c:29]3[cH:30][cH:31][cH:32][cH:33][cH:34]3)[CH2:27][CH2:28]2)[CH2:9][CH2:10][CH:11]([O:13][CH2:14][c:15]2[cH:16][n:17][cH:18][cH:19][cH:20]2)[CH2:12]1.[OH:1][NH2:2]>>[OH:1][NH:2][C:5](=[O:6])[CH:7]1[CH:8]([C:21](=[O:22])[N:23]2[CH2:24][CH2:25][N:26]([c:29]3[cH:30][cH:31][cH:32][cH:33][cH:34]3)[CH2:27][CH2:28]2)[CH2:9][CH2:10][CH:11]([O:13][CH2:14][c:15]2[cH:16][n:17][cH:18][cH:19][cH:20]2)[CH2:12]1. Starting materials: N1=C(C=CC2=CC=CC=C12)C(CCC1CNCCC1)=O (1-(2-quinolyl)-3-(3-piperidyl)-1-propanone), O.NN (hydrazine hydrate), [OH-].[K+] (potassium hydroxide). Product: N1CC(CCC1)CCCC1=NC2=CC=CC=C2C=C1 (2-[3-(3-piperidyl)-propyl]-quinoline). The yield is 26.4%. Reaction SMILES: [N:1]1[C:10]2[C:5](=[CH:6][CH:7]=[CH:8][CH:9]=2)[CH:4]=[CH:3][C:2]=1[C:11](=O)[CH2:12][CH2:13][CH:14]1[CH2:19][CH2:18][CH2:17][NH:16][CH2:15]1.O.NN.[OH-].[K+]>>[NH:16]1[CH2:17][CH2:18][CH2:19][CH:14]([CH2:13][CH2:12][CH2:11][C:2]2[CH:3]=[CH:4][C:5]3[C:10](=[CH:9][CH:8]=[CH:7][CH:6]=3)[N:1]=2)[CH2:15]1 |f:1.2,3.4|. Procedure details: The operation is as in Example 13, but starting from 6 g of 1-(2-quinolyl)-3-(3-piperidyl)-1-propanone, 6 ml of 85% hydrazine hydrate and 5 g of potassium hydroxide pellets. 4.9 g of crude product are obtained. This product is absorbed on a column of 150 g of silica and eluted with a 9/1 chloroform-diethylamine mixture. 1.5 g of 2-[3-(3-piperidyl)-propyl]-quinoline are thus obtained, which melts at 194° C. The reactants are NC=1C=2N(C=CN1)C(=NC2C=2CCN(CC2)C(=O)C2=CC=CC=C2)C2CCC2 ([4-(8-amino-3-cyclobutylimidazo[1,5-a]pyrazin-1-yl)-3,6-dihydro-2H-pyridin-1-yl]-phenylmethanone), C1(CCCCC1)C(=O)O (cyclohexanecarboxylic acid), ( 100 ). Product: NC=1C=2N(C=CN1)C(=NC2C=2CCN(CC2)C(=O)C2CCCCC2)C2CCC2 ([4-(8-Amino-3-cyclobutylimidazo[1,5-a]pyrazin-1-yl)-3,6-dihydro-2H-pyridin-1-yl]-cyclohexylmethanone). RXN SMILES: [NH2:1][C:2]1[C:3]2[N:4]([C:8]([CH:25]3[CH2:28][CH2:27][CH2:26]3)=[N:9][C:10]=2[C:11]2[CH2:12][CH2:13][N:14]([C:17]([C:19]3[CH:24]=[CH:23][CH:22]=[CH:21][CH:20]=3)=[O:18])[CH2:15][CH:16]=2)[CH:5]=[CH:6][N:7]=1.C1(C(O)=O)CCCCC1>>[NH2:1][C:2]1[C:3]2[N:4]([C:8]([CH:25]3[CH2:28][CH2:27][CH2:26]3)=[N:9][C:10]=2[C:11]2[CH2:12][CH2:13][N:14]([C:17]([CH:19]3[CH2:24][CH2:23][CH2:22][CH2:21][CH2:20]3)=[O:18])[CH2:15][CH:16]=2)[CH:5]=[CH:6][N:7]=1. Procedure details: Prepared according to a procedure analogous to that described for synthesis of [4-(8-amino-3-cyclobutylimidazo[1,5-a]pyrazin-1-yl)-3,6-dihydro-2H-pyridin-1-yl]-phenylmethanone, except using cyclohexanecarboxylic acid. 1H NMR (400 MHz, CDCl3): δ=1.25-1.40 (m, 3H) 1.60 (br. s., 2H) 1.85 (dd, J=8.97, 2.65 Hz, 5H) 2.05 (dd, J=8.84, 3.28 Hz, 1H) 2.14-2.27 (m, 1H) 2.42-2.64 (m, 5H) 2.78 (br. s., 2H) 3.69-3.97 (m, 3H) 4.31 (br. s., 2H) 6.07 (br. s., 1H) 6.83 (br.s., 1H) 7.01 (d, J=5.05 Hz, 1H). MS (ES+... Reactants: FC(F)(F)Oc1ccc(OC2CCN(c3ccc(OCc4ccccc4)cc3)CC2)cc1, CCO, [H][H]. Product: Oc1ccc(N2CCC(Oc3ccc(OC(F)(F)F)cc3)CC2)cc1. RXN SMILES: [CH2:1]([c:2]1[cH:3][cH:4][cH:5][cH:6][cH:7]1)[O:8][c:9]1[cH:10][cH:11][c:12]([N:15]2[CH2:16][CH2:17][CH:18]([O:21][c:22]3[cH:23][cH:24][c:25]([O:28][C:29]([F:30])([F:31])[F:32])[cH:26][cH:27]3)[CH2:19][CH2:20]2)[cH:13][cH:14]1.[CH2:35]([OH:36])[CH3:37].[H:33][H:34]>>[OH:8][c:9]1[cH:10][cH:11][c:12]([N:15]2[CH2:16][CH2:17][CH:18]([O:21][c:22]3[cH:23][cH:24][c:25]([O:28][C:29]([F:30])([F:31])[F:32])[cH:26][cH:27]3)[CH2:19][CH2:20]2)[cH:13][cH:14]1. Starting materials: [Na] (Sodium), C(C)O (ethanol), Cl.CC(CC(N)=N)C (3-methylbutanimidamide hydrochloride), C(CC(=O)OCC)(=O)OCC (diethyl malonate), [Na] (sodium). Run in C(C)(=O)O (acetic acid), O (water). Reaction conditions: time 5 hour. Yields the product C(C(C)C)C1=NC(=CC(=N1)O)O (2-Isobutylpyrimidine-4,6-diol). The yield is 81.2%. RXN SMILES: [Na].C(O)C.Cl.[CH3:6][CH:7]([CH3:12])[CH2:8][C:9](=[NH:11])[NH2:10].[C:13](OCC)(=[O:20])[CH2:14][C:15](OCC)=[O:16]>O.C(O)(=O)C>[CH2:8]([C:9]1[N:10]=[C:15]([OH:16])[CH:14]=[C:13]([OH:20])[N:11]=1)[CH:7]([CH3:12])[CH3:6] |f:2.3,^1:0|. Reported procedure: Sodium (0.75 g, 32.94 mmol) and ethanol (20 mL) were introduced in a flask. Once all the sodium had dissolved, 3-methylbutanimidamide hydrochloride (1.5 g, 10.98 mmol) and diethyl malonate (1.67 mL, 10.98 mmol) were added. It was stirred for 1 hour at room temperature and for 5 hours under reflux. The reaction crude was cooled at room temperature and concentrated to dryness. The solid obtained was dissolved in water and the pH was adjusted to 5 with acetic acid. The precipitate formed was filter... Reactants: CN(C)C=O, ClCn1cnc(Cl)c1Cl, Oc1ccc(Oc2cccc(Cl)n2)cc1, [H-], [Na+], O. Product: Clc1cccc(Oc2ccc(OCn3cnc(Cl)c3Cl)cc2)n1. RXN SMILES: [CH3:28][N:29]([CH3:30])[CH:31]=[O:32].[Cl:18][CH2:19][n:20]1[cH:21][n:22][c:23]([Cl:26])[c:24]1[Cl:25].[Cl:1][c:2]1[cH:3][cH:4][cH:5][c:6]([O:8][c:9]2[cH:10][cH:11][c:12]([OH:15])[cH:13][cH:14]2)[n:7]1.[H-:16].[Na+:17].[OH2:27]>>[Cl:1][c:2]1[cH:3][cH:4][cH:5][c:6]([O:8][c:9]2[cH:10][cH:11][c:12]([O:15][CH2:19][n:20]3[cH:21][n:22][c:23]([Cl:26])[c:24]3[Cl:25])[cH:13][cH:14]2)[n:7]1.